Dataset: the Open Reaction Database (ORD), a public repository of structured organic reaction records. Task: describe an organic reaction: reactants, conditions, products, and yield Starting materials: O=C(NCCC1CC1)c1ccc(N2CCNCC2)nn1, O=C(O)Cc1ccccc1C(F)(F)F. Product: O=C(NCCC1CC1)c1ccc(N2CCN(C(=O)Cc3ccccc3C(F)(F)F)CC2)nn1. As a reaction SMILES: [CH:15]1([CH2:18][CH2:19][NH:20][C:21](=[O:22])[c:23]2[n:24][n:25][c:26]([N:29]3[CH2:30][CH2:31][NH:32][CH2:33][CH2:34]3)[cH:27][cH:28]2)[CH2:16][CH2:17]1.[F:1][C:2]([c:3]1[c:4]([CH2:9][C:10](=[O:11])[OH:12])[cH:5][cH:6][cH:7][cH:8]1)([F:13])[F:14]>>[F:1][C:2]([c:3]1[c:4]([CH2:9][C:10](=[O:12])[N:32]2[CH2:31][CH2:30][N:29]([c:26]3[n:25][n:24][c:23]([C:21]([NH:20][CH2:19][CH2:18][CH:15]4[CH2:16][CH2:17]4)=[O:22])[cH:28][cH:27]3)[CH2:34][CH2:33]2)[cH:5][cH:6][cH:7][cH:8]1)([F:13])[F:14]. Starting materials: O1CCCC1 (tetrahydrofuran), FC1=CC=C(NC2=C(C(=O)OC(C)(C)C)C=CC(=C2)NC2=C(C=CC=C2)[N+](=O)[O-])C=C1 (tert-butyl 2-(4-fluoroanilino)-4-(2-nitroanilino)benzoate). Reagents/catalysts: [C].[Pd] (palladium-carbon). Solvent: C(C)(=O)OCC (ethyl acetate). Run at time 30 minute. The product is NC1=C(C=CC=C1)NC1=CC(=C(C(=O)OC(C)(C)C)C=C1)NC1=CC=C(C=C1)F (tert-butyl 4-((2-aminophenyl)amino)-2-(4-fluoroanilino)benzoate). The yield is 46.1%. As a reaction SMILES: O1CCCC1.[F:6][C:7]1[CH:36]=[CH:35][C:10]([NH:11][C:12]2[CH:24]=[C:23]([NH:25][C:26]3[CH:31]=[CH:30][CH:29]=[CH:28][C:27]=3[N+:32]([O-])=O)[CH:22]=[CH:21][C:13]=2[C:14]([O:16][C:17]([CH3:20])([CH3:19])[CH3:18])=[O:15])=[CH:9][CH:8]=1>[C].[Pd].C(OCC)(=O)C>[NH2:32][C:27]1[CH:28]=[CH:29][CH:30]=[CH:31][C:26]=1[NH:25][C:23]1[CH:22]=[CH:21][C:13]([C:14]([O:16][C:17]([CH3:20])([CH3:19])[CH3:18])=[O:15])=[C:12]([NH:11][C:10]2[CH:9]=[CH:8][C:7]([F:6])=[CH:36][CH:35]=2)[CH:24]=1 |f:2.3|. Procedure details: To a mixed solution of tetrahydrofuran 10 mL and ethyl acetate 5.0 mL of tert-butyl 2-(4-fluoroanilino)-4-(2-nitroanilino)benzoate 0.35 g was added 10% palladium-carbon 74 mg, it was stirred under hydrogen atmosphere at room temperature for 4 hours and 30 minutes, and subsequently it was stirred at 34° C. for 4 hours. After the reaction mixture was cooled to room temperature, insoluble matter was filtrated, and the solvent was removed under reduced pressure. Hexane was added to the obtained resi...